describe an organic reaction: reactants, conditions, products, and yield From a dataset of the Open Reaction Database (ORD), a public repository of structured organic reaction records. Product: CO[C@@H]1[C@]2(C)[C@@H](CC1)[C@@H]1CC[C@H]3CC(C(C[C@]3(C)[C@H]1CC2)(C)C)=O (17β-Methoxy-2,2-dimethyl-5α-androstan-3-one). The solvent is CN(C)C=O (DMF). Reported procedure: 17β-Hydroxy-5α-androstan-3-one (50 g.) in DMF (500 ml.) is cooled to 5° in an ice bath and silver oxide (58 g.) and N,N-diisopropylethylamine is added (85 ml.). The mixture is stirred and methyl iodide (142 g.) is slowly added keeping the temperature at about 5°. The stirring is continued and the mixture is allowed to come to 20°-25°. After 17 hours diethyl ether (2 l.) is added and the mixture filtered thru a bed of Celite to remove the inorganic solids. The filtrate is washed with water, dilut... Starting materials: C(C)OCC (diethyl ether), O[C@@H]1[C@]2(C)[C@@H](CC1)[C@@H]1CC[C@H]3CC(CC[C@]3(C)[C@H]1CC2)=O (17β-Hydroxy-5α-androstan-3-one), CI (methyl iodide), C(C)(C)N(C(C)C)CC (N,N-diisopropylethylamine). The reagents and catalysts are [Ag]=O (silver oxide). As a reaction SMILES: [OH:1][C@H:2]1[CH2:7][CH2:6][C@H:5]2[C@H:8]3[C@H:18]([CH2:19][CH2:20][C@:3]12[CH3:4])[C@:16]1([CH3:17])[C@H:11]([CH2:12][C:13](=[O:21])C[CH2:15]1)[CH2:10][CH2:9]3.C(N(CC)[CH:26]([CH3:28])[CH3:27])(C)C.CI.[CH2:33](OCC)C>CN(C=O)C.[Ag]=O>[CH3:33][O:1][C@H:2]1[CH2:7][CH2:6][C@H:5]2[C@H:8]3[C@H:18]([CH2:19][CH2:20][C@:3]12[CH3:4])[C@:16]1([CH3:17])[C@H:11]([CH2:12][C:13](=[O:21])[C:26]([CH3:27])([CH3:28])[CH2:15]1)[CH2:10][CH2:9]3. Reactants: carboxylic acids, OP(=O)(O)[O-].OP(=O)([O-])[O-].[Na+].[Na+].[Na+].[Cl-].[Cl-].[K+].[K+] (phosphate-buffered saline), CC[C@@H]1[C@H](/C=C(/C=C/C(=O)[C@@H](C[C@@H]([C@@H]([C@H]([C@@H](CC(=O)O1)O)C)O[C@H]2[C@@H]([C@H]([C@@H]([C@H](O2)C)O)N(C)C)O)CCN3C[C@@H](C[C@@H](C3)C)C)C)\C)CO[C@H]4[C@@H]([C@@H]([C@@H]([C@H](O4)C)O)OC)OC (tilmicosin). Solvent: CN1C(CCC1)=O (N-methyl-pyrrolidone). Run at time 60 minute. Product: C(CCCCCCCCC)(=O)O (decanoic acid), C(CCCCCCCCCCC)(=O)O (lauric acid), CC[C@@H]1[C@H](/C=C(/C=C/C(=O)[C@@H](C[C@@H]([C@@H]([C@H]([C@@H](CC(=O)O1)O)C)O[C@H]2[C@@H]([C@H]([C@@H]([C@H](O2)C)O)N(C)C)O)CCN3C[C@@H](C[C@@H](C3)C)C)C)\C)CO[C@H]4[C@@H]([C@@H]([C@@H]([C@H](O4)C)O)OC)OC (tilmicosin). RXN SMILES: [CH3:1][CH2:2][C@H:3]1[O:20][C:18](=[O:19])[CH2:17][C@@H:16]([OH:21])[C@H:15]([CH3:22])[C@@H:14]([O:23][C@@H:24]2[O:29][C@H:28]([CH3:30])[C@@H:27]([OH:31])[C@H:26]([N:32]([CH3:34])[CH3:33])[C@H:25]2[OH:35])[C@@H:13]([CH2:36][CH2:37][N:38]2[CH2:43][C@@H:42]([CH3:44])[CH2:41][C@@H:40]([CH3:45])[CH2:39]2)[CH2:12][C@@H:11]([CH3:46])[C:9](=[O:10])[CH:8]=[CH:7][C:6]([CH3:47])=[CH:5][C@@H:4]1[CH2:48][O:49][C@@H:50]1[O:55][C@H:54]([CH3:56])[C@@H:53]([OH:57])[C@@H:52]([O:58][CH3:59])[C@H:51]1[O:60][CH3:61].OP([O-])(O)=O.OP([O-])([O-])=O.[Na+].[Na+].[Na+].[Cl-].[Cl-].[K+].[K+]>CN1CCCC1=O>[C:18]([OH:20])(=[O:19])[CH2:17][CH2:16][CH2:15][CH2:14][CH2:13][CH2:12][CH2:11][CH2:9][CH3:8].[C:18]([OH:20])(=[O:19])[CH2:17][CH2:16][CH2:15][CH2:14][CH2:13][CH2:12][CH2:11][CH2:9][CH2:8][CH2:7][CH3:6].[CH3:1][CH2:2][C@H:3]1[O:20][C:18](=[O:19])[CH2:17][C@@H:16]([OH:21])[C@H:15]([CH3:22])[C@@H:14]([O:23][C@@H:24]2[O:29][C@H:28]([CH3:30])[C@@H:27]([OH:31])[C@H:26]([N:32]([CH3:34])[CH3:33])[C@H:25]2[OH:35])[C@@H:13]([CH2:36][CH2:37][N:38]2[CH2:39][C@@H:40]([CH3:45])[CH2:41][C@@H:42]([CH3:44])[CH2:43]2)[CH2:12][C@@H:11]([CH3:46])[C:9](=[O:10])[CH:8]=[CH:7][C:6]([CH3:47])=[CH:5][C@@H:4]1[CH2:48][O:49][C@@H:50]1[O:55][C@H:54]([CH3:56])[C@@H:53]([OH:57])[C@@H:52]([O:58][CH3:59])[C@H:51]1[O:60][CH3:61] |f:1.2.3.4.5.6.7.8.9|. Reported procedure: 10 grams (0.0115 moles) of tilmicosin and 0.0253 moles of various carboxylic acids (such as, for example, decanoic, lauric, linoleic, or myristic acids, in individual assays) were taken in a flask and made up to a final volume of 100 ml with N-methyl-pyrrolidone and stirred for 60 minutes to obtain a clear solution. One ml aliquots of these solutions were sealed in dialysis bags, and the bags were suspended in flasks containing 150 ml of phosphate-buffered saline, pH 7.4. The salt was observed t... Reactants: C1(=CC=CC=C1)C(N1C(C(C2=CC=CC=C12)C1=C(C=C(C(=C1)F)OC)O)=O)C1=CC=CC=C1 (1-(diphenylmethyl)-3-(5-fluoro-2-hydroxy-4-methoxyphenyl)-1,3-dihydro-2H-indol-2-one), C1(=CC=CC=C1)C(N1C(C(C2=CC=CC=C12)C1=C(C=C(C(=C1)C)OC)O)=O)C1=CC=CC=C1 (1-(diphenylmethyl)-3-(2-hydroxy-4-methoxy-5-methylphenyl)-1,3-dihydro-2H-indol-2-one). Yields the product C1(=CC=CC=C1)C(N1C(C2(C3=CC=CC=C13)COC1=C2C=C(C(=C1)OC)F)=O)C1=CC=CC=C1 (1′-(diphenylmethyl)-5-fluoro-6-methoxyspiro[1-benzofuran-3,3′-indol]-2′(1′H)-one). RXN SMILES: [C:1]1([CH:7]([C:28]2[CH:33]=[CH:32][CH:31]=[CH:30][CH:29]=2)[N:8]2[C:16]3[C:11](=[CH:12][CH:13]=[CH:14][CH:15]=3)[CH:10]([C:17]3[CH:22]=[C:21]([F:23])[C:20]([O:24][CH3:25])=[CH:19][C:18]=3[OH:26])[C:9]2=[O:27])[CH:6]=[CH:5][CH:4]=[CH:3][CH:2]=1.[C:34]1(C(C2C=CC=CC=2)N2C3C(=CC=CC=3)C(C3C=C(C)C(OC)=CC=3O)C2=O)C=CC=CC=1>>[C:28]1([CH:7]([C:1]2[CH:2]=[CH:3][CH:4]=[CH:5][CH:6]=2)[N:8]2[C:16]3[C:11](=[CH:12][CH:13]=[CH:14][CH:15]=3)[C:10]3([C:17]4[CH:22]=[C:21]([F:23])[C:20]([O:24][CH3:25])=[CH:19][C:18]=4[O:26][CH2:34]3)[C:9]2=[O:27])[CH:33]=[CH:32][CH:31]=[CH:30][CH:29]=1. Procedure: Following the procedure as described in EXAMPLE 2 and making non-critical variations using 1-(diphenylmethyl)-3-(5-fluoro-2-hydroxy-4-methoxyphenyl)-1,3-dihydro-2H-indol-2-one to replace 1-(diphenylmethyl)-3-(2-hydroxy-4-methoxy-5-methylphenyl)-1,3-dihydro-2H-indol-2-one, 1′-(diphenylmethyl)-5-fluoro-6-methoxyspiro[1-benzofuran-3,3′-indol]-2′(1′H)-one was obtained (73%) as a colorless solid: 1H NMR (300 MHz, CDCl3) δ7.43-7.22 (m, 10H), 7.16-7.09 (m, 1H), 7.06-6.92 (m, 3H), 6.60 (d, J=6.8 Hz, 1H)... The reactants are BrC=1C=NC(=NC1)O[C@H]1CN2CCC1CC2 ((3R)-3-[(5-bromopyrimidin-2-yl)oxy]quinuclidine), NC=1C=C(C=CC1)B(O)O (3-aminophenylboronic acid). Procedure details: The product of Example 19A (280 mg, 1.0 mmol) was coupled with 3-aminophenylboronic acid (Lancaster, 276 mg, 2.0 mmol) according to the procedure of Example 1B. The title product was purified by chromatography (SiO2, CH2Cl2:MeOH:NH3.H2O, 90:10:1, Rf. 0.1) as a solid (230 mg, yield, 77%). 1H NMR (300 MHz, MeOH-d4) δ 1.48-1.62 (m, 1H), 1.65-1.90 (m, 2H), 2.01-2.15 (m, 1H), 2.21-2.29 (m, 1H), 2.74-3.04 (m, 5H), 3.36-3.47 (m, 1H), 5.12-5.20 (m, 1H), 6.75 (ddd, J=8.2, 2.1, 1.0 Hz, 1H), 6.89 (ddd, J=7... RXN SMILES: Br[C:2]1[CH:3]=[N:4][C:5]([O:8][C@@H:9]2[CH:14]3[CH2:15][CH2:16][N:11]([CH2:12][CH2:13]3)[CH2:10]2)=[N:6][CH:7]=1.[NH2:17][C:18]1[CH:19]=[C:20](B(O)O)[CH:21]=[CH:22][CH:23]=1>>[N:11]12[CH2:16][CH2:15][CH:14]([CH2:13][CH2:12]1)[C@@H:9]([O:8][C:5]1[N:4]=[CH:3][C:2]([C:23]3[CH:22]=[CH:21][CH:20]=[CH:19][C:18]=3[NH2:17])=[CH:7][N:6]=1)[CH2:10]2. Yields the product N12C[C@@H](C(CC1)CC2)OC2=NC=C(C=N2)C2=C(N)C=CC=C2 (2-[(3R)-1-azabicyclo[2.2.2]oct-3-yloxylpyri midin-5-yl}aniline). Reactants: [Br-], CC(=O)c1ccc(-c2ccccc2Br)cc1, CCOC(C)=O, C[Mg+]. The product is CC(C)(O)c1ccc(-c2ccccc2Br)cc1. RXN SMILES: [Br-:1].[Br:4][c:5]1[c:6](-[c:11]2[cH:12][cH:13][c:14]([C:17]([CH3:18])=[O:19])[cH:15][cH:16]2)[cH:7][cH:8][cH:9][cH:10]1.[CH3:20][CH2:21][O:22][C:23]([CH3:24])=[O:25].[CH3:2][Mg+:3]>>[CH3:2][C:17]([c:14]1[cH:13][cH:12][c:11](-[c:6]2[c:5]([Br:4])[cH:10][cH:9][cH:8][cH:7]2)[cH:16][cH:15]1)([CH3:18])[OH:19]. Reactants: solution, C(C#C)Br (propargyl bromide), C([O-])(O)=O.[Na+] (sodium bicarbonate), O=C1NCSC1 (4-oxothiazolidine), [H-].[Na+] (sodium hydride). Run in C1(=CC=CC=C1)C (toluene), CN(C=O)C (dimethylformamide). Conditions: time 30 minute. Product: C(C#C)N1CSCC1=O (3-propargyl-4-oxothiazolidine). As a reaction SMILES: [O:1]=[C:2]1[CH2:6][S:5][CH2:4][NH:3]1.[H-].[Na+].[CH2:9](Br)[C:10]#[CH:11].C(=O)(O)[O-].[Na+]>CN(C)C=O.C1(C)C=CC=CC=1>[CH2:11]([N:3]1[C:2](=[O:1])[CH2:6][S:5][CH2:4]1)[C:10]#[CH:9] |f:1.2,4.5|. Procedure details: To a stirred solution of 10.3 g of 4-oxothiazolidine in 500 ml of anhydrous dimethylformamide under N2 was added 6.0 g of sodium hydride (50% in oil). After 30 min., 15 ml of a solution of 80% propargyl bromide in toluene was added and the mixture was allowed to stir for another hour. The mixture was then poured into saturated aqueous sodium bicarbonate and extracted with ethyl acetate. The combined organic fractions were washed twice with water, then once with brine, dried (MgSO4), filtered and... Reactants: C(C)OCC (Diethyl ether), [OH-].[Na+] (sodium hydroxide), COC(=O)CCCCC=1N=C(SC1)N=C1SC[C@H]2N1CC=1C=CC=CC1C2 ((S)-3-{[4-(4-methoxycarbonylbutyl)-thiazol-2-yl]imino}-1,5,10,10a-tetrahydrothiazolo[3,4-b]-isoquinoline), Cl (hydrochloric acid). The solvent is C(C)O (ethanol). Conditions: temperature 20 celsius. The product is Cl.C(=O)(O)CCCCC=1N=C(SC1)N=C1SC[C@H]2N1CC=1C=CC=CC1C2 ((S)-3-{[4-(4-carboxybutyl)thiazol-2-yl]imino}-1,5,10,10a-tetrahydrothiazolo[3,4-b]isoquinoline hydrochloride). Reaction SMILES: [OH-].[Na+].C[O:4][C:5]([CH2:7][CH2:8][CH2:9][CH2:10][C:11]1[N:12]=[C:13]([N:16]=[C:17]2[N:21]3[CH2:22][C:23]4[CH:24]=[CH:25][CH:26]=[CH:27][C:28]=4[CH2:29][C@H:20]3[CH2:19][S:18]2)[S:14][CH:15]=1)=[O:6].[ClH:30].C(OCC)C>C(O)C>[ClH:30].[C:5]([CH2:7][CH2:8][CH2:9][CH2:10][C:11]1[N:12]=[C:13]([N:16]=[C:17]2[N:21]3[CH2:22][C:23]4[CH:24]=[CH:25][CH:26]=[CH:27][C:28]=4[CH2:29][C@H:20]3[CH2:19][S:18]2)[S:14][CH:15]=1)([OH:6])=[O:4] |f:0.1,6.7|. Reported procedure: 5 N Aqueous sodium hydroxide (20 cc) is added to a solution of (S)-3-{[4-(4-methoxycarbonylbutyl)-thiazol-2-yl]imino}-1,5,10,10a-tetrahydrothiazolo[3,4-b]-isoquinoline (7.4 g) in ethanol (60 cc). The mixture is heated under reflux for 2 hours. After cooling to 20° C., it is acidified by adding 12 N hydrochloric acid (d=1.19; 10 cc). Diethyl ether (30 cc) is added and the mixture is cooled to 0° C. The resulting precipitate is filtered off, washed with water (4×15 cc), ethanol (2×10 cc) and dieth... Starting materials: Cl.C(C)OC1=C(OCCNC(CC2=CC(=C(C=C2)OC)SC)C)C=CC=C1 (4-{2-[2-(2-ethoxyphenoxy)ethylamino]-2-methylethyl}-2-(methylthio)anisole hydrochloride), OO (hydrogen peroxide). The solvent is C(C)O (ethanol). Yields the product Cl.C(C)OC1=C(OCCNC(CC2=CC(=C(C=C2)OC)S(=O)C)C)C=CC=C1 (4-{2-[2-(2-ethoxyphenoxy)ethylamino]-2-methylethyl}-2-(methylsulfinyl)anisole hydrochloride). RXN SMILES: [ClH:1].[CH2:2]([O:4][C:5]1[CH:27]=[CH:26][CH:25]=[CH:24][C:6]=1[O:7][CH2:8][CH2:9][NH:10][CH:11]([CH3:23])[CH2:12][C:13]1[CH:18]=[CH:17][C:16]([O:19][CH3:20])=[C:15]([S:21][CH3:22])[CH:14]=1)[CH3:3].[OH:28]O>C(O)C>[ClH:1].[CH2:2]([O:4][C:5]1[CH:27]=[CH:26][CH:25]=[CH:24][C:6]=1[O:7][CH2:8][CH2:9][NH:10][CH:11]([CH3:23])[CH2:12][C:13]1[CH:18]=[CH:17][C:16]([O:19][CH3:20])=[C:15]([S:21]([CH3:22])=[O:28])[CH:14]=1)[CH3:3] |f:0.1,4.5|. Procedure: In 30 ml of ethanol was dissolved 1.0 g of 4-{2-[2-(2-ethoxyphenoxy)ethylamino]-2-methylethyl}-2-(methylthio)anisole hydrochloride and then 0.5 g of an aqueous 35% hydrogen peroxide solution was added to the solution with stirring. After stirring the mixture for 18 hours at room temperature, ethanol was distilled off under reduced pressure and the remaining sticky product was dispersed in 20 ml of water and extracted with 100 ml of ethyl acetate. The ethyl acetate layer was washed three times ea...